Dataset: the Open Reaction Database (ORD), a public repository of structured organic reaction records. Task: describe an organic reaction: reactants, conditions, products, and yield Starting materials: CC1(OC(=O)CC(=O)O1)C (meldrums acid), C(C)(C)(C)OC(=O)N1CCC(CC1)CC=O (4-(2-oxo-ethyl)-piperidine-1-carboxylic acid tert-butyl ester), C(C)(=O)O (acetic acid), N1CCCCC1 (piperidine), [BH4-].[Na+] (NaBH4), Cl (HCl). Run in COC(C)(C)C (tert-butyl methyl ether), ClCCl (dichloromethane). Reaction conditions: temperature 0 celsius, time 30 minute. Yields the product C(C)(C)(C)OC(=O)N1CCC(CC1)CCC1C(OC(OC1=O)(C)C)=O (4-[2-(2,2-Dimethyl-4,6-dioxo-[1,3]dioxan-5-yl)-ethyl]-piperidine-1-carboxylic acid tert-butyl ester). Yield: 66.6%. RXN SMILES: [CH3:1][C:2]1([CH3:10])[O:9][C:7](=[O:8])[CH2:6][C:4](=[O:5])[O:3]1.[C:11]([O:15][C:16]([N:18]1[CH2:23][CH2:22][CH:21]([CH2:24][CH:25]=O)[CH2:20][CH2:19]1)=[O:17])([CH3:14])([CH3:13])[CH3:12].C(O)(=O)C.N1CCCCC1.[BH4-].[Na+].Cl>ClCCl.COC(C)(C)C>[C:11]([O:15][C:16]([N:18]1[CH2:23][CH2:22][CH:21]([CH2:24][CH2:25][CH:6]2[C:7](=[O:8])[O:9][C:2]([CH3:10])([CH3:1])[O:3][C:4]2=[O:5])[CH2:20][CH2:19]1)=[O:17])([CH3:14])([CH3:13])[CH3:12] |f:4.5|. Reported procedure: To a solution of meldrums acid (1.68 g, 11.66 mmol) and 4-(2-oxo-ethyl)-piperidine-1-carboxylic acid tert-butyl ester (2.21 g, 9.72 mmol) in dichloromethane (40 mL) was added acetic acid (0.055 mL, 0.972 mmol) and piperidine (0.096 mL, 0.972 mmol). The mixture was heated at reflux for 3 h, and then allowed to attain room temperature. After being diluted with tert-butyl methyl ether, the mixture was washed with NaHCO3 (sat.) and brine. The organic phase was dried, filtered and concentrated. The r... The reactants are C(=O)(Cl)Cl (phosgene), NC=1C=CC2=C(C(C(O2)(F)F)(F)F)C1 (5-amino-2,3-dihydro-2,2,3,3-tetrafluorobenzofuran), FC(OC1=CC=C(C=C1)C=1NNCC1C1=CC=CC=C1)F (3-(4-difluoromethoxyphenyl)-4-phenylpyrazoline). The reagents and catalysts are C(C)N(CC)CC (triethylamine). Solvent: C(C)OCC (diethyl ether), C1(=CC=CC=C1)C (toluene), C1(=CC=CC=C1)C (toluene), C(C)OCC (diethyl ether). Conditions: time 18 hour. The product is FC1(OC2=C(C1(F)F)C=C(C=C2)NC(=O)N2NC(=C(C2)C2=CC=CC=C2)C2=CC=C(C=C2)OC(F)F)F (N-(2,3-dihydro-2,2,3,3-tetrafluorobenzofuran-5-yl)-3-(4-difluoromethoxyphenyl)-4-phenylpyrazoline-1-carboxamide). As a reaction SMILES: [NH2:1][C:2]1[CH:3]=[CH:4][C:5]2[O:9][C:8]([F:11])([F:10])[C:7]([F:13])([F:12])[C:6]=2[CH:14]=1.[C:15](Cl)(Cl)=[O:16].[F:19][CH:20]([F:39])[O:21][C:22]1[CH:27]=[CH:26][C:25]([C:28]2[NH:29][NH:30][CH2:31][C:32]=2[C:33]2[CH:38]=[CH:37][CH:36]=[CH:35][CH:34]=2)=[CH:24][CH:23]=1>C1(C)C=CC=CC=1.C(OCC)C.C(N(CC)CC)C>[F:11][C:8]1([F:10])[C:7]([F:13])([F:12])[C:6]2[CH:14]=[C:2]([NH:1][C:15]([N:30]3[CH2:31][C:32]([C:33]4[CH:34]=[CH:35][CH:36]=[CH:37][CH:38]=4)=[C:28]([C:25]4[CH:24]=[CH:23][C:22]([O:21][CH:20]([F:19])[F:39])=[CH:27][CH:26]=4)[NH:29]3)=[O:16])[CH:3]=[CH:4][C:5]=2[O:9]1. Reported procedure: A solution of 0.75 g (0.0036 mole) 5-amino-2,3-dihydro-2,2,3,3-tetrafluorobenzofuran dissolved in 109 mL of toluene was added dropwise to a stirred solution of 8.0 mL 20% phosgene in toluene. After complete addition the mixture was heated at reflux for two hours. The mixture was cooled and the solvent removed by evaporation under reduced pressure leaving a residue. This residue was dissolved in 15 mL of diethyl ether and added to a stirred solution of 1.04 g (0.0036 mole) 3-(4-difluoromethoxyphe...